From a dataset of the Open Reaction Database (ORD), a public repository of structured organic reaction records. describe an organic reaction: reactants, conditions, products, and yield Reactants: [Li]CCCC, C1CCOC1, CSSC, COc1cccc(CN(C)C)c1, CCOCC, O. The product is COc1cccc(CN(C)C)c1SC. RXN SMILES: [CH2:13]([Li:14])[CH2:15][CH2:16][CH3:17].[CH2:23]1[O:24][CH2:25][CH2:26][CH2:27]1.[CH3:18][S:19][S:20][CH3:21].[CH3:1][O:2][c:3]1[cH:4][c:5]([CH2:6][N:7]([CH3:8])[CH3:9])[cH:10][cH:11][cH:12]1.[CH3:28][CH2:29][O:30][CH2:31][CH3:32].[OH2:22]>>[CH3:1][O:2][c:3]1[c:4]([S:19][CH3:18])[c:5]([CH2:6][N:7]([CH3:8])[CH3:9])[cH:10][cH:11][cH:12]1. Starting materials: O=C(Cl)c1cccnc1, COc1cc2c(c3c1OC(C)(C)C3)C(c1cccc(N)c1)=NC(C)(C)C2, Cl, [Na+], [Na+], O=C([O-])[O-], C1CCOC1, O. Product: COc1cc2c(c3c1OC(C)(C)C3)C(c1cccc(NC(=O)c3cccnc3)c1)=NC(C)(C)C2. RXN SMILES: [C:34]([c:35]1[cH:36][n:37][cH:38][cH:39][cH:40]1)(=[O:41])[Cl:42].[CH3:7][O:8][c:9]1[cH:10][c:11]2[c:16]([c:17]3[c:18]1[O:19][C:20]([CH3:22])([CH3:23])[CH2:21]3)[C:15]([c:24]1[cH:25][c:26]([NH2:30])[cH:27][cH:28][cH:29]1)=[N:14][C:13]([CH3:31])([CH3:32])[CH2:12]2.[ClH:33].[Na+:1].[Na+:2].[O-:3][C:4](=[O:5])[O-:6].[O:44]1[CH2:45][CH2:46][CH2:47][CH2:48]1.[OH2:43]>>[CH3:7][O:8][c:9]1[cH:10][c:11]2[c:16]([c:17]3[c:18]1[O:19][C:20]([CH3:22])([CH3:23])[CH2:21]3)[C:15]([c:24]1[cH:25][c:26]([NH:30][C:34]([c:35]3[cH:36][n:37][cH:38][cH:39][cH:40]3)=[O:41])[cH:27][cH:28][cH:29]1)=[N:14][C:13]([CH3:31])([CH3:32])[CH2:12]2.